From a dataset of the Open Reaction Database (ORD), a public repository of structured organic reaction records. describe an organic reaction: reactants, conditions, products, and yield Starting materials: C(C)C(CC)NC1=C(C(=NC(=C1)C)OC1=C(C=C(C=C1C)Cl)C)[N+](=O)[O-] ((1-ethyl-propyl)-[6-methyl-3-nitro-2-(4 chloro-2,6-dimethyl-phenoxy)-pyridin-4-yl]-amine), C(C)O (ethanol). The reagents and catalysts are [Pd] (Pd). Yields the product CC1=C(OC2=NC=C(C(=C2N)NC(CC)CC)C)C(=CC=C1)C (2-(2,6-Dimethyl-phenoxy)-N4-(1-ethyl-propyl)methyl-pyridine-3,4-diamine). As a reaction SMILES: [CH2:1]([CH:3]([NH:6][C:7]1[CH:12]=[C:11](C)[N:10]=[C:9]([O:14][C:15]2[C:20]([CH3:21])=[CH:19][C:18](Cl)=[CH:17][C:16]=2[CH3:23])[C:8]=1[N+:24]([O-])=O)[CH2:4][CH3:5])[CH3:2].[CH2:27](O)C>[Pd]>[CH3:23][C:16]1[CH:17]=[CH:18][CH:19]=[C:20]([CH3:21])[C:15]=1[O:14][C:9]1[C:8]([NH2:24])=[C:7]([NH:6][CH:3]([CH2:4][CH3:5])[CH2:1][CH3:2])[C:12]([CH3:27])=[CH:11][N:10]=1. Procedure details: A mixture of (1-ethyl-propyl)-[6-methyl-3-nitro-2-(4 chloro-2,6-dimethyl-phenoxy)-pyridin-4-yl]-amine (800 mg, 2.12 mmol) and 160 mg of 10% Pd IC in 150 ml of ethanol was hydrogenated at 50 psi overnight. The mixture was filtered through Celite™ and the filtrate was concentrated to dryness to give a purple glass form (810 mg) which was purified through silica gel column chromatography using 1:1 chloroform:hexane as eluent to give the Ute compound as tan crystals (360 mg), mp 98-100° C. 1H NMR (C... The reactants are C1(=CC=C(C=C1)S(=O)(=O)N=[N+]=[N-])C (p-toluenesulfonyl azide), COCC(CC(=O)OC)=O (Methyl 4-methoxy-3-oxobutanoate), C(C)NCC (N-ethylethanamine). The solvent is CCOCC (ether). Run at temperature 0 celsius, time 15 minute. Product: [N+](=[N-])=C(C(=O)OC)C(COC)=O (Methyl 2-diazo-4-methoxy-3-oxobutanoate). Isolated yield 90.1%. RXN SMILES: [CH3:1][O:2][CH2:3][C:4](=[O:10])[CH2:5][C:6]([O:8][CH3:9])=[O:7].C1(C)C=CC(S([N:20]=[N+:21]=[N-])(=O)=O)=CC=1.C(NCC)C>CCOCC>[N+:20](=[C:5]([C:4](=[O:10])[CH2:3][O:2][CH3:1])[C:6]([O:8][CH3:9])=[O:7])=[N-:21]. Procedure details: Methyl 4-methoxy-3-oxobutanoate (4.28 g, 0.029 mol) was dissolved in ether (20 mL). The solution was cooled in an ice bath. To the solution was added p-toluenesulfonyl azide (5.78 g, 0.029 mol) followed by N-ethylethanamine (2.0 mL, 0.019 mol). The solution was stirred at 0° C. for 15 minutes, then at rt for 30 minutes. Upon evaporation, the tosyl amide bi-product solidified. This was filtered off and the filtrate was purified by flash chromatography to give the desired product (4.5 g, 89%) as a... Reactants: ClC=1N=CC(=C2C1NC=C2)OC (7-Chloro-4-methoxy-1H-pyrrolo[2,3-c]pyridine), N1N=C(N=C1)C#N (1H-1,2,4-triazole-3-carbonitrile). Reagents/catalysts: [Cu]I (copper (I) iodide). Solvent: CCOC(=O)C (EtOAc), N1=CC=CC=C1 (pyridine). Conditions: temperature 150 celsius. Yields the product COC1=C2C(=C(N=C1)N1N=C(N=C1)C#N)NC=C2 (1-(4-methoxy-1H-pyrrolo[2,3-c]pyridin-7-yl)-1H-1,2,4-triazole-3-carbonitrile). Isolated yield 38.0%. Reaction SMILES: Cl[C:2]1[N:3]=[CH:4][C:5]([O:11][CH3:12])=[C:6]2[CH:10]=[CH:9][NH:8][C:7]=12.[NH:13]1[CH:17]=[N:16][C:15]([C:18]#[N:19])=[N:14]1>N1C=CC=CC=1.CCOC(C)=O.[Cu]I>[CH3:12][O:11][C:5]1[CH:4]=[N:3][C:2]([N:13]2[CH:17]=[N:16][C:15]([C:18]#[N:19])=[N:14]2)=[C:7]2[NH:8][CH:9]=[CH:10][C:6]=12. Procedure details: 7-Chloro-4-methoxy-1H-pyrrolo[2,3-c]pyridine (4 g, 21.90 mmol), 1H-1,2,4-triazole-3-carbonitrile (6.18 g, 65.7 mmol) and copper (I) iodide (1.252 g, 6.57 mmol) were combined in pyridine (6 mL) in a sealed tube. The mixture was heated to 150° C. for 6 hrs. After cooling to room temperature, the mixture was diluted with EtOAc (3000 mL), washed with 5% NaHCO3 (100 mL), brine (100 mL) and concentrated. The residue was purified by silica gel column using 30% EtOAc in hexanes mixture to give 1-(4-meth...